This data is from the Open Reaction Database (ORD), a public repository of structured organic reaction records. The task is: describe an organic reaction: reactants, conditions, products, and yield Reactants: N1(C=NC=C1)C(C1=CC=C(C=C1)N)C1=CC=CC=C1 ((±)-4-[(1H-imidazol-1-yl)phenylmethyl]benzenamine), ClC(C=C(C1=CC=CC=C1)C1=CC=CC=C1)=O (1-chloro-3,3-diphenyl-2-propen-1-one), C(=O)(O)[O-].[Na+] (NaHCO3). Run in C(Cl)Cl (DCM). Reaction conditions: time 8 hour. Yields the product N1(C=NC=C1)C(C1=CC=C(C=C1)NC(C=C(C1=CC=CC=C1)C1=CC=CC=C1)=O)C1=CC=CC=C1 ((±)-N-[4-[(1H-imidazol-1-yl)phenylmethyl]phenyl]-3,3-diphenyl-2-propenamide). The yield is 140.2%. RXN SMILES: [N:1]1([CH:6]([C:14]2[CH:19]=[CH:18][CH:17]=[CH:16][CH:15]=2)[C:7]2[CH:12]=[CH:11][C:10]([NH2:13])=[CH:9][CH:8]=2)[CH:5]=[CH:4][N:3]=[CH:2]1.Cl[C:21](=[O:36])[CH:22]=[C:23]([C:30]1[CH:35]=[CH:34][CH:33]=[CH:32][CH:31]=1)[C:24]1[CH:29]=[CH:28][CH:27]=[CH:26][CH:25]=1.C([O-])(O)=O.[Na+]>C(Cl)Cl>[N:1]1([CH:6]([C:14]2[CH:15]=[CH:16][CH:17]=[CH:18][CH:19]=2)[C:7]2[CH:8]=[CH:9][C:10]([NH:13][C:21](=[O:36])[CH:22]=[C:23]([C:24]3[CH:29]=[CH:28][CH:27]=[CH:26][CH:25]=3)[C:30]3[CH:35]=[CH:34][CH:33]=[CH:32][CH:31]=3)=[CH:11][CH:12]=2)[CH:5]=[CH:4][N:3]=[CH:2]1 |f:2.3|. Procedure: A mixture of intermediate (1-b) (8.92 g) and 1-chloro-3,3-diphenyl-2-propen-1-one (10.42 g) in DCM (100 ml) was stirred at room temperature overnight. The mixture was poured into a 10% NaHCO3 -solution. This mixture was extracted with DCM and separated. The organic layer was dried (MgSO4), filtered and evaporated, yielding 22.85 g (100%) of (±)-N-[4-[(1H-imidazol-1-yl)phenylmethyl]phenyl]-3,3-diphenyl-2-propenamide (interm. 1-c). The product was used without further purification.